This data is from the Open Reaction Database (ORD), a public repository of structured organic reaction records. The task is: describe an organic reaction: reactants, conditions, products, and yield Starting materials: O=CC1Cc2ccccc2C1, Cl, CC(C)(O)c1nc2cc(Cl)ccc2n1C1CCC(N)CC1. The product is CC(C)(O)c1nc2cc(Cl)ccc2n1C1CCC(NCC2Cc3ccccc3C2)CC1. RXN SMILES: [CH2:23]1[CH:24]([CH:32]=[O:33])[CH2:25][c:26]2[cH:27][cH:28][cH:29][cH:30][c:31]21.[ClH:1].[NH2:2][CH:3]1[CH2:4][CH2:5][CH:6]([n:9]2[c:10]([C:19]([CH3:20])([CH3:21])[OH:22])[n:11][c:12]3[c:13]2[cH:14][cH:15][c:16]([Cl:18])[cH:17]3)[CH2:7][CH2:8]1>>[NH:2]([CH:3]1[CH2:4][CH2:5][CH:6]([n:9]2[c:10]([C:19]([CH3:20])([CH3:21])[OH:22])[n:11][c:12]3[c:13]2[cH:14][cH:15][c:16]([Cl:18])[cH:17]3)[CH2:7][CH2:8]1)[CH2:32][CH:24]1[CH2:23][c:31]2[c:26]([cH:27][cH:28][cH:29][cH:30]2)[CH2:25]1. Starting materials: Cc1nc(Cl)c2ccccc2c1CCl, CN(C)C=O, O, Cc1ccc(C(C)C)cc1O. The product is Cc1ccc(C(C)C)cc1OCc1c(C)nc(Cl)c2ccccc12. RXN SMILES: [Cl:1][c:2]1[n:3][c:4]([CH3:14])[c:5]([CH2:12][Cl:13])[c:6]2[cH:7][cH:8][cH:9][cH:10][c:11]12.[O:27]=[CH:28][N:29]([CH3:30])[CH3:31].[OH2:26].[cH:15]1[c:16]([OH:17])[c:18]([CH3:19])[cH:20][cH:21][c:22]1[CH:23]([CH3:24])[CH3:25]>>[Cl:1][c:2]1[n:3][c:4]([CH3:14])[c:5]([CH2:12][O:17][c:16]2[cH:15][c:22]([CH:23]([CH3:24])[CH3:25])[cH:21][cH:20][c:18]2[CH3:19])[c:6]2[cH:7][cH:8][cH:9][cH:10][c:11]12. Starting materials: CC(C(=O)O)CC ((+)-2-methylbutanoic acid), OC1=CC=C(C=C1)C1=CC=CC=C1 (4-hydroxy biphenyl), C1(=CC=CC=C1)C (toluene), S(=O)(Cl)Cl (thionyl chloride), S(=O)(Cl)Cl (thionyl chloride). Solvent: O (water). Yields the product C1(=CC=CC=C1)C1=CC=CC=C1.CC(C(=O)O)CC ((+)-2-methylbutanoic acid biphenyl). The yield is 99.1%. Reaction SMILES: [CH3:1][CH:2]([CH2:6][CH3:7])[C:3]([OH:5])=[O:4].O[C:9]1[CH:14]=[CH:13][C:12]([C:15]2[CH:20]=[CH:19][CH:18]=[CH:17][CH:16]=2)=[CH:11][CH:10]=1.C1(C)C=CC=CC=1.S(Cl)(Cl)=O>O>[C:12]1([C:15]2[CH:16]=[CH:17][CH:18]=[CH:19][CH:20]=2)[CH:13]=[CH:14][CH:9]=[CH:10][CH:11]=1.[CH3:1][CH:2]([CH2:6][CH3:7])[C:3]([OH:5])=[O:4] |f:5.6|. Procedure: 5.49 g of (+)-2-methylbutanoic acid,8.50 g of 4-hydroxy biphenyl and 20 ml of toluene were charged into a flask and then 4.0 ml (55 mmol) of thionyl chloride was added thereto with stirring. The resulting mixture was maintained at a temperature of 70°~80° C. and reacted for 8 hours. After the completion of the reaction, the resulting product was cooled to room temperature, added with water to decompose the excess amount of thionyl chloride, washed with water and dried on anhydrous magnesium sulf... Reactants: C1CCOC1, NCc1ccc(F)cc1F, O=C(O)c1ccc2c(c1)nc(COc1ccccc1)n2Cc1ccc(OC(F)(F)F)cc1. Product: O=C(NCc1ccc(F)cc1F)c1ccc2c(c1)nc(COc1ccccc1)n2Cc1ccc(OC(F)(F)F)cc1. RXN SMILES: [CH2:43]1[O:44][CH2:45][CH2:46][CH2:47]1.[F:33][c:34]1[c:35]([CH2:36][NH2:37])[cH:38][cH:39][c:40]([F:42])[cH:41]1.[O:1]([c:2]1[cH:3][cH:4][cH:5][cH:6][cH:7]1)[CH2:8][c:9]1[n:10][c:11]2[c:12]([n:13]1[CH2:14][c:15]1[cH:16][cH:17][c:18]([O:21][C:22]([F:23])([F:24])[F:25])[cH:19][cH:20]1)[cH:26][cH:27][c:28]([C:30](=[O:31])[OH:32])[cH:29]2>>[O:1]([c:2]1[cH:3][cH:4][cH:5][cH:6][cH:7]1)[CH2:8][c:9]1[n:10][c:11]2[c:12]([n:13]1[CH2:14][c:15]1[cH:16][cH:17][c:18]([O:21][C:22]([F:23])([F:24])[F:25])[cH:19][cH:20]1)[cH:26][cH:27][c:28]([C:30](=[O:31])[NH:37][CH2:36][c:35]1[c:34]([F:33])[cH:41][c:40]([F:42])[cH:39][cH:38]1)[cH:29]2. The reactants are hydroxyethyleneglycine, N1N=NN=C1 (tetrazole), O=O (oxygen), N (ammonia), N1C(N)=NC=2N=CNC2C1=O (guanine), II (iodine), solution, hydroxyl, OC(=O)CCCC[C@@H]1SC[C@@H]2NC(=O)N[C@H]12.P([O-])([O-])N (biotin phosphoramidite), N1C(N)=NC=2N=CNC2C1=O (guanine), nucleobase, TCA. Reagents/catalysts: N1N=NN=C1 (tetrazole). Run in C(C)#N (acetonitrile). Yields the product OC(=O)CCCC[C@@H]1SC[C@@H]2NC(=O)N[C@H]12 (Biotin). Reaction SMILES: N1C(=O)C2NC=NC=2N=C1N.O=O.[OH:14][C:15]([CH2:17][CH2:18][CH2:19][CH2:20][C@H:21]1[C@@H:29]2[C@@H:24]([NH:25][C:26]([NH:28]2)=[O:27])[CH2:23][S:22]1)=[O:16].P(N)([O-])[O-].N1C=NN=N1.II.N>N1C=NN=N1.C(#N)C>[OH:16][C:15]([CH2:17][CH2:18][CH2:19][CH2:20][C@H:21]1[C@@H:29]2[C@@H:24]([NH:25][C:26]([NH:28]2)=[O:27])[CH2:23][S:22]1)=[O:14] |f:2.3|. Procedure: The PNA moiety was prepared by solid phase synthesis as described in Example 1 (1 μmol synthesis). A hydroxyethyleneglycine-based building block having guanine as the nucleobase (Formula VA; wherein TR is Dmt, U is oxygen, u′ is 2, PG is anisoyl and B is guanine) was coupled on in the last cycle. After eliminating the terminal Dmt group with 3% TCA, the free hydroxyl function was reacted with biotin-phosphoramidite 5 (FIG. 4b) using tetrazole as catalyst. This reaction employs an excess of the p... Starting materials: NC1=CC=CC=C1 (aniline), BrC1=CC2=CC=C3C=CC=C4C=CC(=C1)C2=C43 (2-bromopyrene), tris(dibenzyllidene acetone)dipalladium, C=1C=CC(=CC1)P(C=2C=CC=CC2)C3=CC=C4C=CC=CC4=C3C5=C6C=CC=CC6=CC=C5P(C=7C=CC=CC7)C=8C=CC=CC8 (BINAP), 2,2′-bis(disphenylphosphino)-1,1′-binaphthyl, CC(C)([O-])C.[Na+] (sodium-tert-butoxide). The solvent is C1(=CC=CC=C1)C (toluene). Yields the product C1(=CC=CC=C1)NC1=CC2=CC=C3C=CC=C4C=CC(=C1)C2=C43 (N-phenylpyrene-2-amine). As a reaction SMILES: [NH2:1][C:2]1[CH:7]=[CH:6][CH:5]=[CH:4][CH:3]=1.Br[C:9]1[CH:22]=[C:21]2[C:23]3=[C:24]4[C:14]([CH:15]=[CH:16][CH:17]=[C:18]4[CH:19]=[CH:20]2)=[CH:13][CH:12]=[C:11]3[CH:10]=1.C1C=CC(P(C2C(C3C(P(C4C=CC=CC=4)C4C=CC=CC=4)=CC=C4C=3C=CC=C4)=C3C(C=CC=C3)=CC=2)C2C=CC=CC=2)=CC=1.CC(C)([O-])C.[Na+]>C1(C)C=CC=CC=1>[C:2]1([NH:1][C:16]2[CH:15]=[C:14]3[C:24]4=[C:23]5[C:21]([CH:22]=[CH:9][CH:10]=[C:11]5[CH:12]=[CH:13]3)=[CH:20][CH:19]=[C:18]4[CH:17]=2)[CH:7]=[CH:6][CH:5]=[CH:4][CH:3]=1 |f:3.4|. Reported procedure: In a three-neck-round floor flask of 250 ml, after 127.5 m mole of aniline, 102 m mole of 2-bromopyrene, 1.53 m mole of tris(dibenzyllidene acetone)dipalladium, 3.06 m mol of BINAP (2,2′-bis(disphenylphosphino)-1,1′-binaphthyl, and 132.6 m mole of sodium-tert-butoxide were melted in 100 mL of toluene and they were mixed for 24 hours in a bath of 1000, when a reaction was terminated, toluene was removed from a reaction mixture and then the reaction mixture was extracted using dichloromethane and ... Reaction SMILES: [CH3:23][CH2:24][OH:25].[Cl:1][c:2]1[cH:3][c:4]2[c:9]([cH:10][cH:11]1)[NH:8][CH:7]([c:12]1[cH:13][c:14]([N+:18]([O-:19])=[O:20])[cH:15][cH:16][cH:17]1)[C:6]([CH3:21])([CH3:22])[CH2:5]2.[ClH:26].[Fe:27]>>[Cl:1][c:2]1[cH:3][c:4]2[c:9]([cH:10][cH:11]1)[NH:8][CH:7]([c:12]1[cH:13][c:14]([NH2:18])[cH:15][cH:16][cH:17]1)[C:6]([CH3:21])([CH3:22])[CH2:5]2. Starting materials: CCO, CC1(C)Cc2cc(Cl)ccc2NC1c1cccc([N+](=O)[O-])c1, Cl, [Fe]. Yields the product CC1(C)Cc2cc(Cl)ccc2NC1c1cccc(N)c1. Starting materials: ClC=1C=C(C=NC1OCC(F)(F)F)CO ((5-chloro-6-(2,2,2-trifluoroethoxyl)pyridin-3-yl)methanol). The reagents and catalysts are [O-2].[Mn+4].[O-2] (manganese(IV) oxide). The solvent is CCOC(=O)C (EtOAc). Conditions: temperature 120 celsius. Product: ClC=1C(=NC=C(C=O)C1)OCC(F)(F)F (5-chloro-6-(2,2,2-trifluoroethoxyl)nicotinaldehyde). Isolated yield 85.2%. RXN SMILES: [Cl:1][C:2]1[CH:3]=[C:4]([CH2:14][OH:15])[CH:5]=[N:6][C:7]=1[O:8][CH2:9][C:10]([F:13])([F:12])[F:11]>CCOC(C)=O.[O-2].[Mn+4].[O-2]>[Cl:1][C:2]1[C:7]([O:8][CH2:9][C:10]([F:12])([F:13])[F:11])=[N:6][CH:5]=[C:4]([CH:3]=1)[CH:14]=[O:15] |f:2.3.4|. Procedure: To a solution of (5-chloro-6-(2,2,2-trifluoroethoxyl)pyridin-3-yl)methanol (4.00 g, 16.56 mmol) in EtOAc (15 mL) was added manganese(IV) oxide (16.93 g, 166 mmol). The reaction was heated with microwave at 120° C. for 30 minutes. The mixture was then filtered through a pad of celite, and rinsed with EtOAc. The filtrated was concentrated to give crude product (3.38 g). Starting materials: COC=1C=C(C=CC1OC)NC=1C2=C(N=C(N1)N1CC(CCC1)NC(=O)C1=CC=C(C(=O)OC)C=C1)SC=N2 (methyl 4-(1-(7-(3,4-dimethoxyphenylamino)thiazolo[5,4-d]pyrimidin-5-yl)piperidin-3-ylcarbamoyl)benzoate), O[Li].O (LiOH.H2O). Run in O (water), CO (methanol), C1CCOC1 (THF). Run at time 9 minute. The product is COC=1C=C(C=CC1OC)NC=1C2=C(N=C(N1)N1CC(CCC1)NC(=O)C1=CC=C(C(=O)O)C=C1)SC=N2 (4-(1-(7-(3,4-dimethoxyphenylamino)thiazolo[5,4-d]pyrimidin-5-yl)piperidin-3-ylcarbamoyl)benzoic acid). The yield is 18.7%. Reaction SMILES: [CH3:1][O:2][C:3]1[CH:4]=[C:5]([NH:11][C:12]2[C:13]3[N:39]=[CH:38][S:37][C:14]=3[N:15]=[C:16]([N:18]3[CH2:23][CH2:22][CH2:21][CH:20]([NH:24][C:25]([C:27]4[CH:36]=[CH:35][C:30]([C:31]([O:33]C)=[O:32])=[CH:29][CH:28]=4)=[O:26])[CH2:19]3)[N:17]=2)[CH:6]=[CH:7][C:8]=1[O:9][CH3:10].O[Li].O>O.CO.C1COCC1>[CH3:1][O:2][C:3]1[CH:4]=[C:5]([NH:11][C:12]2[C:13]3[N:39]=[CH:38][S:37][C:14]=3[N:15]=[C:16]([N:18]3[CH2:23][CH2:22][CH2:21][CH:20]([NH:24][C:25]([C:27]4[CH:36]=[CH:35][C:30]([C:31]([OH:33])=[O:32])=[CH:29][CH:28]=4)=[O:26])[CH2:19]3)[N:17]=2)[CH:6]=[CH:7][C:8]=1[O:9][CH3:10] |f:1.2|. Procedure: A solution of methyl 4-(1-(7-(3,4-dimethoxyphenylamino)thiazolo[5,4-d]pyrimidin-5-yl)piperidin-3-ylcarbamoyl)benzoate (250 mg, 0.45 mmol) and LiOH.H2O (191 mg, 4.5 mmol) in 2 mL of water, 12 mL of methanol and 30 mL of THF was stirred at room temperature for 1 hour. The solvent was evaporated and the residue was suspended in 30 mL of THF, then treated with 2N HCl to pH=2. The solvent was evaporated and the residue was dissolved in 50 mL of THF, filtered to remove the salts. The filtrate was evap... The yield is 46.0%. Starting materials: C1(=CC=CC2=CC=CC=C12)C1NCCNCCNCCNCCNC1 (2-(1-Naphthyl)-1,4,7,10,13-pentaazacyclopentadecane), Example 32H, [Cl-].[Mn+2].[Cl-] (manganese(II) chloride). Reaction conditions: time 4 day. Product: ClC1(N(CCNCCNCCNCCNC1)Cl)C1=CC=CC2=CC=CC=C12.[Mn+2] (Manganese(II)dichloro[2-(1-Naphthyl)-1,4,7,10,13-pentaazacyclopentadecane]). RXN SMILES: [C:1]1([CH:11]2[CH2:25][NH:24][CH2:23][CH2:22][NH:21][CH2:20][CH2:19][NH:18][CH2:17][CH2:16][NH:15][CH2:14][CH2:13][NH:12]2)[C:10]2[C:5](=[CH:6][CH:7]=[CH:8][CH:9]=2)[CH:4]=[CH:3][CH:2]=1.[Cl-:26].[Mn+2:27].[Cl-:28]>CO>[Cl:26][C:11]1([C:1]2[C:10]3[C:5](=[CH:6][CH:7]=[CH:8][CH:9]=3)[CH:4]=[CH:3][CH:2]=2)[CH2:25][NH:24][CH2:23][CH2:22][NH:21][CH2:20][CH2:19][NH:18][CH2:17][CH2:16][NH:15][CH2:14][CH2:13][N:12]1[Cl:28].[Mn+2:27] |f:1.2.3,5.6|. Procedure: 2-(1-Naphthyl)-1,4,7,10,13-pentaazacyclopentadecane prepared as in Example 32H (0.23 g, 0.67 mmol) was added to a refluxing anhydrous MeOH solution (50 ml) containing anhydrous manganese(II) chloride (84.4 mg, 0.671 mmol) under a dry nitrogen atmosphere. The solution was refluxed overnight and then filtered through celite. The solution was taken to dryness and the residue was redissolved in hot EtOH (10 ml). The resultant yellowish solution was filtered through celite and ethyl ether (30 ml) was... The solvent is CO (MeOH).